From a dataset of the Open Reaction Database (ORD), a public repository of structured organic reaction records. describe an organic reaction: reactants, conditions, products, and yield Reactants: C=1C(=C(C=C(C1F)F)F)C[C@H](CC(=O)N2CCN3C(=NN=C3C(F)(F)F)C2)N (Sitagliptin), C(C)(C)O (isopropanol). Solvent: C(C)(=O)O (Acetic acid). Conditions: temperature 80 celsius, time 8.5 hour. Yields the product C=1C(=C(C=C(C1F)F)F)C[C@H](CC(=O)N2CCN3C(=NN=C3C(F)(F)F)C2)N.C(C)(=O)[O-] (Sitagliptin Acetate). Reaction SMILES: [CH:1]1[C:2]([CH2:10][C@@H:11]([NH2:28])[CH2:12][C:13]([N:15]2[CH2:27][C:19]3=[N:20][N:21]=[C:22]([C:23]([F:26])([F:25])[F:24])[N:18]3[CH2:17][CH2:16]2)=[O:14])=[C:3]([F:9])[CH:4]=[C:5]([F:8])[C:6]=1[F:7].[CH:29]([OH:32])([CH3:31])C>C(O)(=O)C>[CH:1]1[C:2]([CH2:10][C@@H:11]([NH2:28])[CH2:12][C:13]([N:15]2[CH2:27][C:19]3=[N:20][N:21]=[C:22]([C:23]([F:26])([F:25])[F:24])[N:18]3[CH2:17][CH2:16]2)=[O:14])=[C:3]([F:9])[CH:4]=[C:5]([F:8])[C:6]=1[F:7].[C:29]([O-:32])(=[O:14])[CH3:31] |f:3.4|. Reported procedure: Sitagliptin (5 g) and isopropanol (75 mL) are charged into a round-bottom flask and the mixture is heated to about 80° C. for about 20 minutes to obtain a clear dissolution. Acetic acid (0.73 g) is added and the reaction mixture is refluxed for about 1.5 hours. The reaction mixture is cooled to about 30° C. and stirred for about 8.5 hours. The separated solid is filtered, washed with isopropanol (5 mL), and dried under reduced pressure at about 30° C. for about 3.5 hours to afford the title comp... As a reaction SMILES: [Br:1][c:2]1[c:3]([N:10]=[C:11]=[O:12])[n:4][c:5]([O:8][CH3:9])[cH:6][cH:7]1.[F:13][c:14]1[cH:15][cH:16][c:17]([CH:20]2[NH:21][CH:22]=[CH:23][C:24](=[O:26])[CH2:25]2)[cH:18][cH:19]1>>[Br:1][c:2]1[c:3]([NH:10][C:11](=[O:12])[N:21]2[CH:20]([c:17]3[cH:16][cH:15][c:14]([F:13])[cH:19][cH:18]3)[CH2:25][C:24](=[O:26])[CH:23]=[CH:22]2)[n:4][c:5]([O:8][CH3:9])[cH:6][cH:7]1. Starting materials: COc1ccc(Br)c(N=C=O)n1, O=C1C=CNC(c2ccc(F)cc2)C1. Product: COc1ccc(Br)c(NC(=O)N2C=CC(=O)CC2c2ccc(F)cc2)n1. Starting materials: ClCCCCC(=O)NCC1=NOC(=N1)C=1C(=C2C(=NC1)N(N=C2)CC)NC2CCOCC2 (5-Chloro-N-({5-[1-ethyl-4-(tetrahydro-2H-pyran-4-ylamino)-1H-pyrazolo[3,4-b]pyridin-5-yl]-1,2,4-oxadiazol-3-yl}methyl)pentanamide), [H-].[Na+] (sodium hydride). Run in O (water), CN(C=O)C (dimethylformamide). Conditions: time 16 hour. Product: C(C)N1N=CC=2C1=NC=C(C2NC2CCOCC2)C2=NC(=NO2)CN2C(CCCC2)=O (1-({5-[1-Ethyl-4-(tetrahydro-2H-pyran-4-ylamino)-1H-pyrazolo[3,4-b]pyridin-5-yl]-1,2,4-oxadiazol-3-yl}methyl)-2-piperidinone). RXN SMILES: Cl[CH2:2][CH2:3][CH2:4][CH2:5][C:6]([NH:8][CH2:9][C:10]1[N:14]=[C:13]([C:15]2[C:16]([NH:26][CH:27]3[CH2:32][CH2:31][O:30][CH2:29][CH2:28]3)=[C:17]3[CH:23]=[N:22][N:21]([CH2:24][CH3:25])[C:18]3=[N:19][CH:20]=2)[O:12][N:11]=1)=[O:7].[H-].[Na+]>CN(C)C=O.O>[CH2:24]([N:21]1[C:18]2=[N:19][CH:20]=[C:15]([C:13]3[O:12][N:11]=[C:10]([CH2:9][N:8]4[CH2:2][CH2:3][CH2:4][CH2:5][C:6]4=[O:7])[N:14]=3)[C:16]([NH:26][CH:27]3[CH2:32][CH2:31][O:30][CH2:29][CH2:28]3)=[C:17]2[CH:23]=[N:22]1)[CH3:25] |f:1.2|. Procedure details: A solution of Intermediate 120 (46 mg, 0.1 mmol) in dry dimethylformamide (2 ml) was added to sodium hydride (60% dispersion in mineral oil, 4.4 mg, 0.11 mmol), and the resulting mixture was stirred at room temperature. After 16 h, the reaction mixture was diluted with water (2 ml) and extracted with chloroform (3×5 ml). The combined organic extracts were dried over anhydrous sodium sulphate and evaporated to give the crude product. Purification of the crude product on a SPE cartridge (silica, 2... The reactants are NC=1C(=C(OC2C(CCCC2)NC(C(C)C)=O)C=CC1)C#N (N-(2-(3-amino-2-cyanophenoxy)cyclohexyl)isobutyramide), O=C(CC(=O)OCC)C (ethyl 3-oxobutanoate). Product: NC1=C(C(=NC2=CC=CC(=C12)OC1C(CCCC1)NC(C(C)C)=O)C)C(=O)OCC (ethyl 4-amino-5-((2-isobutyramidocyclohexyl)oxy)-2-methylquinoline-3-carboxylate). Reaction SMILES: [NH2:1][C:2]1[C:3]([C:21]#[N:22])=[C:4]([CH:18]=[CH:19][CH:20]=1)[O:5][CH:6]1[CH2:11][CH2:10][CH2:9][CH2:8][CH:7]1[NH:12][C:13](=[O:17])[CH:14]([CH3:16])[CH3:15].O=[C:24]([CH3:31])[CH2:25][C:26]([O:28][CH2:29][CH3:30])=[O:27]>>[NH2:22][C:21]1[C:3]2[C:2](=[CH:20][CH:19]=[CH:18][C:4]=2[O:5][CH:6]2[CH2:11][CH2:10][CH2:9][CH2:8][CH:7]2[NH:12][C:13](=[O:17])[CH:14]([CH3:16])[CH3:15])[N:1]=[C:24]([CH3:31])[C:25]=1[C:26]([O:28][CH2:29][CH3:30])=[O:27]. Procedure: Prepared as in Example 2a from N-(2-(3-amino-2-cyanophenoxy)cyclohexyl)isobutyramide (Example 39b) and ethyl 3-oxobutanoate as a yellow solid (63%). MS 414 (MH+). As a reaction SMILES: [CH3:1][O:2][c:3]1[cH:4][c:5]2[cH:6][cH:7][c:8](-[c:13]3[cH:14][cH:15][c:16]([O:19][CH3:20])[cH:17][cH:18]3)[cH:9][c:10]2[cH:11][cH:12]1.[CH3:29][C:30]#[N:31].[Cl:21][N:22]1[C:23](=[O:24])[CH2:25][CH2:26][C:27]1=[O:28]>>[CH3:1][O:2][c:3]1[c:4]([Cl:21])[c:5]2[cH:6][cH:7][c:8](-[c:13]3[cH:14][cH:15][c:16]([O:19][CH3:20])[cH:17][cH:18]3)[cH:9][c:10]2[cH:11][cH:12]1. Product: COc1ccc(-c2ccc3c(Cl)c(OC)ccc3c2)cc1. The reactants are COc1ccc(-c2ccc3cc(OC)ccc3c2)cc1, CC#N, O=C1CCC(=O)N1Cl. Starting materials: BrC=1C=C2C[C@H]([C@@H](C2=CC1)N1[C@H](CN(CC1)C1(CCN(CC1)C(=O)OC(C)(C)C)C)C)OCC (tert-butyl 4-{(3S)-4-[(1R,2R)-5-bromo-2-ethoxy-2,3-dihydro-1H-inden-1-yl]-3-methylpiperazin-1-yl}-4-methylpiperidine-1-carboxylate), solution, Cl (hydrogen chloride). The solvent is O1CCCC1 (tetrahydrofuran), O1CCOCC1 (1,4-dioxane). Conditions: time 1 hour. Yields the product Cl.Cl.Cl.BrC=1C=C2C[C@H]([C@@H](C2=CC1)N1[C@H](CN(CC1)C1(CCNCC1)C)C)OCC ((2S)-1-[(1R,2R)-5-Bromo-2-ethoxy-2,3-dihydro-1H-inden-1-yl]-2-methyl-4-(4-methylpiperidin-4-yl)piperazine Trihydrochloride). Reaction SMILES: [Br:1][C:2]1[CH:3]=[C:4]2[C:8](=[CH:9][CH:10]=1)[C@@H:7]([N:11]1[CH2:16][CH2:15][N:14]([C:17]3([CH3:30])[CH2:22][CH2:21][N:20](C(OC(C)(C)C)=O)[CH2:19][CH2:18]3)[CH2:13][C@@H:12]1[CH3:31])[C@H:6]([O:32][CH2:33][CH3:34])[CH2:5]2.[ClH:35]>O1CCCC1.O1CCOCC1>[ClH:35].[ClH:35].[ClH:35].[Br:1][C:2]1[CH:3]=[C:4]2[C:8](=[CH:9][CH:10]=1)[C@@H:7]([N:11]1[CH2:16][CH2:15][N:14]([C:17]3([CH3:30])[CH2:18][CH2:19][NH:20][CH2:21][CH2:22]3)[CH2:13][C@@H:12]1[CH3:31])[C@H:6]([O:32][CH2:33][CH3:34])[CH2:5]2 |f:4.5.6.7|. Procedure details: To a solution of tert-butyl 4-{(3S)-4-[(1R,2R)-5-bromo-2-ethoxy-2,3-dihydro-1H-inden-1-yl]-3-methylpiperazin-1-yl}-4-methylpiperidine-1-carboxylate (50 mg, 0.093 mmol) in tetrahydrofuran (3 mL) was added a 4.00 M solution of hydrogen chloride in 1,4-dioxane (3 mL). The reaction mixture was stirred at room temperature for 1 h. Evaporation under reduced pressure afforded the desired de-Boc product. Starting materials: O=C([O-])[O-], CN(C)C=O, CCOC(C)=O, ClCc1ccc(Cl)cc1Cl, [K+], [K+], CCOC(=O)C(=NO)C(C)=O. Yields the product CCOC(=O)C(=NOCc1ccc(Cl)cc1Cl)C(C)=O. Reaction SMILES: [C:22](=[O:23])([O-:24])[O-:25].[CH3:28][N:29]([CH3:30])[CH:31]=[O:32].[CH3:33][CH2:34][O:35][C:36](=[O:37])[CH3:38].[Cl:12][c:13]1[c:14]([CH2:15][Cl:16])[cH:17][cH:18][c:19]([Cl:21])[cH:20]1.[K+:26].[K+:27].[OH:1][N:2]=[C:3]([C:4](=[O:5])[O:6][CH2:7][CH3:8])[C:9]([CH3:10])=[O:11]>>[O:1]([N:2]=[C:3]([C:4](=[O:5])[O:6][CH2:7][CH3:8])[C:9]([CH3:10])=[O:11])[CH2:15][c:14]1[c:13]([Cl:12])[cH:20][c:19]([Cl:21])[cH:18][cH:17]1. Starting materials: ClC1=C(C(=CC(=C1)Cl)Cl)NN=C(C(=O)O)Cl (chloroglyoxylic acid (2,4,6-trichlorophenyl)hydrazone), S(=O)(Cl)Cl (thionyl chloride). Solvent: C(Cl)(Cl)(Cl)Cl (carbon tetrachloride). Yields the product ClC1=C(C(=CC(=C1)Cl)Cl)NN=C(C(=O)Cl)Cl (chloroglyoxyloyl chloride (2,4,6-trichlorophenyl) hydrazone). Reaction SMILES: [Cl:1][C:2]1[CH:7]=[C:6]([Cl:8])[CH:5]=[C:4]([Cl:9])[C:3]=1[NH:10][N:11]=[C:12]([Cl:16])[C:13](O)=[O:14].S(Cl)([Cl:19])=O>C(Cl)(Cl)(Cl)Cl>[Cl:1][C:2]1[CH:7]=[C:6]([Cl:8])[CH:5]=[C:4]([Cl:9])[C:3]=1[NH:10][N:11]=[C:12]([Cl:16])[C:13]([Cl:19])=[O:14]. Procedure details: A mixture consisting of 61 g. (0.20 mole) chloroglyoxylic acid (2,4,6-trichlorophenyl)hydrazone, 200 ml. carbon tetrachloride, and 100 ml. thionyl chloride was heated at the reflux temperature for 6 1/2 hrs. The carbon tetrachloride and thionyl chloride were removed by evaporation under reduced pressure and 50° C. to give 64 g. of an oil. The oil was extracted with technical hexane and the insoluble starting material was removed by filtration. The technical hexane was removed by evaporation unde...